Dataset: the Open Reaction Database (ORD), a public repository of structured organic reaction records. Task: describe an organic reaction: reactants, conditions, products, and yield Reactants: ClC1=CC=C(C=C1)C (4-chlorotoluene), ClCC(=O)OC1=CC=CC=C1 (4-chloroacetoxybenzene), C1(=CC=CC=C1)P(C1=CC=CC=C1)C1=CC=CC=C1 (triphenylphosphine), [I-].[Na+] (sodium iodide). The reagents and catalysts are [Zn] (zinc), [Ni](Cl)Cl (nickel(II) chloride). Solvent: CN(C=O)C (dimethylformamide), CN(C=O)C (dimethylformamide). Reaction conditions: time 6 hour. Yields the product C(C)(=O)OC1=CC=C(C=C1)C1=CC=C(C=C1)C (4-acetoxy-4'-methyl-biphenyl). Reaction SMILES: C1(P(C2C=CC=CC=2)C2C=CC=CC=2)C=CC=CC=1.[I-].[Na+].Cl[C:23]1[CH:28]=[CH:27][C:26]([CH3:29])=[CH:25][CH:24]=1.Cl[CH2:31][C:32]([O:34][C:35]1[CH:40]=[CH:39][CH:38]=[CH:37][CH:36]=1)=[O:33]>CN(C)C=O.[Zn].[Ni](Cl)Cl>[C:32]([O:34][C:35]1[CH:40]=[CH:39][C:38]([C:23]2[CH:28]=[CH:27][C:26]([CH3:29])=[CH:25][CH:24]=2)=[CH:37][CH:36]=1)(=[O:33])[CH3:31] |f:1.2|. Procedure: 20 g of zinc dust, 20 go of triphenylphosphine, 3 g of sodium iodide and 1.3 of nickel(II) chloride in 150 ml of dimethylformamide were initially introduced into the reaction vessel under a nitrogen atmosphere. The mixture was kept at 60° C. for half an hour. A solution containing 12.3 g (0.1 mol) of 4-chlorotoluene, 17.1 g (0.1 mol) of 4-chloroacetoxybenzene and 50 ml of dimethylformamide was then added dropwise. After 6 hours at 80° C., the reaction mixture was filtered, the filtrate was conce...